Dataset: the Open Reaction Database (ORD), a public repository of structured organic reaction records. Task: describe an organic reaction: reactants, conditions, products, and yield Reactants: C1(=CC=CC=C1)C(C(=O)O)C1=CC=CC=C1 (diphenylacetic acid), C1(=CC=CC=C1)C(C(=O)O)C1=CC=CC=C1 (diphenylacetic acid), C(C=C)Br (allyl bromide). Product: C1(=CC=CC=C1)C(C(=O)O)(CC=C)C1=CC=CC=C1 (2,2-diphenyl-4-pentenoic acid). RXN SMILES: [C:1]1([CH:7]([C:11]2[CH:16]=[CH:15][CH:14]=[CH:13][CH:12]=2)[C:8]([OH:10])=[O:9])[CH:6]=[CH:5][CH:4]=[CH:3][CH:2]=1.[CH2:17](Br)[CH:18]=[CH2:19]>>[C:1]1([C:7]([C:11]2[CH:16]=[CH:15][CH:14]=[CH:13][CH:12]=2)([CH2:19][CH:18]=[CH2:17])[C:8]([OH:10])=[O:9])[CH:2]=[CH:3][CH:4]=[CH:5][CH:6]=1. Procedure details: The compounds of the invention can be prepared by alkylation of diphenylacetic acid. For example, diphenylacetic acid was dilithiated and treated with allyl bromide to yield 2,2-diphenyl-4-pentenoic acid. This acid was cyclized to the furanone by treatment of the 2,2-diphenyl-4-pentenoic acid in formic acid with hydrogen peroxide followed by treatment with sodium hydroxide in aqueous methanol. Acidification provided the furanone which was allowed to react with trifluoromethane sulfonic anhydride...